From a dataset of the Open Reaction Database (ORD), a public repository of structured organic reaction records. describe an organic reaction: reactants, conditions, products, and yield Starting materials: CC(C)c1nc(-c2ccccc2)cc(-c2ccc(F)cc2)c1C=C(Br)Br, C1CCOC1, [Li]CCCC. Product: C#Cc1c(-c2ccc(F)cc2)cc(-c2ccccc2)nc1C(C)C. As a reaction SMILES: [Br:1][C:2](=[CH:3][c:4]1[c:5]([CH:23]([CH3:24])[CH3:25])[n:6][c:7](-[c:17]2[cH:18][cH:19][cH:20][cH:21][cH:22]2)[cH:8][c:9]1-[c:10]1[cH:11][cH:12][c:13]([F:16])[cH:14][cH:15]1)[Br:26].[CH2:32]1[O:33][CH2:34][CH2:35][CH2:36]1.[CH3:27][CH2:28][CH2:29][CH2:30][Li:31]>>[CH:2]#[C:3][c:4]1[c:5]([CH:23]([CH3:24])[CH3:25])[n:6][c:7](-[c:17]2[cH:18][cH:19][cH:20][cH:21][cH:22]2)[cH:8][c:9]1-[c:10]1[cH:11][cH:12][c:13]([F:16])[cH:14][cH:15]1. Starting materials: C([O-])([O-])=O (carbonate), C(C)(C)OC=1C=C2C=C(C(OC2=C(C1O[C@@H]1OC([C@@H]([C@@H]2[C@H]1OC(O2)=O)OC)(C)C)C)=O)NC(OCC2=CC=CC=C2)=O (Benzyl 6-isopropoxy-7-((3aR,4S,7R,7aR)-7-methoxy-6,6-dimethyl-2-oxotetrahydro-3aH-[1,3]dioxolo[4,5-c]pyran-4-yloxy)-8-methyl-2-oxo-2H-chromen-3-ylcarbamate), CCN=C=NCCCN(C)C (EDCI), N1C(=CC2=CC=CC=C12)C(=O)O (1H-indole-2-carboxylic acid), amine. Reagents/catalysts: [Pd] (Palladium on carbon). Solvent: CO (MeOH), C(Cl)Cl (CH2Cl2), C(C)N(CC)CC (Triethylamine), C1CCOC1 (THF), N1=CC=CC=C1.C(Cl)Cl (pyridine CH2Cl2). Reaction conditions: time 12 hour. Yields the product O[C@H]1[C@@H](OC([C@@H]([C@H]1O)OC)(C)C)OC1=C(C=C2C=C(C(OC2=C1C)=O)NC(=O)C=1NC2=CC=CC=C2C1)OC(C)C (N-(7-((2S,3R,4S,5R)-3,4-dihydroxy-5-methoxy-6,6-dimethyltetrahydro-2H-pyran-2-yloxy)-6-isopropoxy-8-methyl-2-oxo-2H-chromen-3-yl)-1H-indole-2-carboxamide). The yield is 32.1%. RXN SMILES: [CH:1]([O:4][C:5]1[CH:6]=[C:7]2[C:12](=[C:13]([CH3:30])[C:14]=1[O:15][C@H:16]1[C@@H:21]3[O:22]C(=O)[O:24][C@@H:20]3[C@@H:19]([O:26][CH3:27])[C:18]([CH3:29])([CH3:28])[O:17]1)[O:11][C:10](=[O:31])[C:9]([NH:32][C:33](=O)[O:34]CC1C=CC=CC=1)=[CH:8]2)([CH3:3])[CH3:2].CCN=C=NCCCN(C)C.[NH:54]1[C:62]2[C:57](=[CH:58][CH:59]=[CH:60][CH:61]=2)[CH:56]=[C:55]1C(O)=O.C(=O)([O-])[O-]>[Pd].C1COCC1.N1C=CC=CC=1.C(Cl)Cl.CO.C(Cl)Cl.C(N(CC)CC)C>[OH:22][C@@H:21]1[C@H:20]([OH:24])[C@@H:19]([O:26][CH3:27])[C:18]([CH3:29])([CH3:28])[O:17][C@H:16]1[O:15][C:14]1[C:13]([CH3:30])=[C:12]2[C:7]([CH:8]=[C:9]([NH:32][C:33]([C:55]3[NH:54][C:62]4[C:57]([CH:56]=3)=[CH:58][CH:59]=[CH:60][CH:61]=4)=[O:34])[C:10](=[O:31])[O:11]2)=[CH:6][C:5]=1[O:4][CH:1]([CH3:2])[CH3:3] |f:6.7|. Procedure: Palladium on carbon (10%, 4 mg) was added to 25c (19.0 mg, 0.033 mmol) in anhydrous THF (220 μL) and the solution was placed under an atmosphere of H2. After 12 hours, the solution was filtered through SiO2 (1:1 CH2Cl2:Acetone) and the eluent was concentrated to afford a yellow solid, which was used without further purification (14.5 mg, 99%). EDCI (15.6 mg, 0.081 mmol) and 1H-indole-2-carboxylic acid (10.5 mg, 0.065 mmol) was added to the amine (14.5 mg, 0.033 mmol) in 30% pyridine/CH2Cl2 (1.00... Starting materials: C(C)(C)(C)OC(NC1=C(C=C(C(=C1)N(C)C)C(F)(F)F)NC(CC(=O)C1=CC(=CC=C1)C#N)=O)=O ({2-[3-(3-cyano-phenyl)-3-oxo-propionyl-amino]-5-dimethylamino-4-trifluoromethyl-phenyl}-carbamic acid tert.-butyl ester), C(=O)(C(F)(F)F)O (TFA). Solvent: C(Cl)Cl (CH2Cl2). Product: CN(C=1C(=CC2=C(N=C(CC(N2)=O)C=2C=C(C#N)C=CC2)C1)C(F)(F)F)C (3-(8-Dimethylamino-4-oxo-7-trifluoromethyl-4,5-dihydro-3H-benzo[b][1,4]diazepin-2-yl)-benzonitrile), solid. As a reaction SMILES: C(OC(=O)[NH:7][C:8]1[CH:13]=[C:12]([N:14]([CH3:16])[CH3:15])[C:11]([C:17]([F:20])([F:19])[F:18])=[CH:10][C:9]=1[NH:21][C:22](=[O:34])[CH2:23][C:24]([C:26]1[CH:31]=[CH:30][CH:29]=[C:28]([C:32]#[N:33])[CH:27]=1)=O)(C)(C)C.C(O)(C(F)(F)F)=O>C(Cl)Cl>[CH3:15][N:14]([CH3:16])[C:12]1[C:11]([C:17]([F:20])([F:19])[F:18])=[CH:10][C:9]2[NH:21][C:22](=[O:34])[CH2:23][C:24]([C:26]3[CH:27]=[C:28]([CH:29]=[CH:30][CH:31]=3)[C:32]#[N:33])=[N:7][C:8]=2[CH:13]=1. Procedure details: The title compound was prepared from {2-[3-(3-cyano-phenyl)-3-oxo-propionyl-amino]-5-dimethylamino-4-trifluoromethyl-phenyl}-carbamic acid tert.-butyl ester (Example M66) (180 mg, 1.0 mmol) by treatment with TFA in CH2Cl2 according to the general procedure N. Obtained as a yellow solid (41 mg). Starting materials: haloalkylpyridine, alcohol, [BH4-].[Na+] (NaBH4), methyl ester, ClC=1C(=NC(=CC1)Cl)C(=O)O (3,6-dichloropyridine carboxylic acid), ClC=1C(=NC(=CC1)Cl)CO (3,6-dichloro-2-hydroxymethylpyridine), S(=O)(Cl)Cl (thionyl chloride), Cl.N1=CC=CC=C1 (pyridine hydrochloride). The solvent is O (water), CO (methanol). The product is ClC=1C(=NC(=CC1)Cl)CCl (3,6-dichloro-2-chloromethyl pyridine). Reaction SMILES: [Cl:1][C:2]1[C:3]([C:9](O)=O)=[N:4][C:5]([Cl:8])=[CH:6][CH:7]=1.[BH4-].[Na+].[Cl:14]C1C(CO)=NC(Cl)=CC=1.S(Cl)(Cl)=O.Cl.N1C=CC=CC=1>O.CO>[Cl:1][C:2]1[C:3]([CH2:9][Cl:14])=[N:4][C:5]([Cl:8])=[CH:6][CH:7]=1 |f:1.2,5.6|. Procedure details: The haloalkylpyridine reactants employed as starting materials in the present invention are readily available or can be prepared according to known procedures or procedures analogous thereto. For example, the 3,6-dichloro-2-chloromethyl pyridine is prepared by converting the methyl ester of 3,6-dichloropyridine carboxylic acid to the corresponding alcohol by reaction with NaBH4 and methanol in the presence of water. The 3,6-dichloro-2-hydroxymethylpyridine product is then reacted with thionyl ch... Reactants: II (Iodine), C(C)C1=NC=2CCCCC2C(=C1)OCC1=CC=C(C=C1)B(O)O (4-[(2-ethyl-5,6,7,8-tetrahydroquinolin-4-yl)oxymethyl]phenylboronic acid), [OH-].[Na+] (sodium hydroxide). The solvent is O (water). Conditions: time 1 hour. The product is C(C)C=1NC(=CC(C1I)=O)CC (2,6-diethyl-3-iodo-4-(1H)-pyridone). Isolated yield 75.7%. Reaction SMILES: [I:1]I.[CH2:3]([C:5]1[CH:14]=[C:13]([O:15]CC2C=CC(B(O)O)=CC=2)[C:12]2CC[CH2:9][CH2:8][C:7]=2[N:6]=1)[CH3:4].[OH-].[Na+]>O>[CH2:8]([C:7]1[NH:6][C:5]([CH2:3][CH3:4])=[CH:14][C:13](=[O:15])[C:12]=1[I:1])[CH3:9] |f:2.3|. Reported procedure: Iodine (720 mg) was added to a solution of compound C (430 mg) and sodium hydroxide (120 mg) in water (15 ml) and the mixture was stirred for 1 hour. The precipitated solid was collected by filtration and purified by flash chromatography, eluting with methanol/dichloromethane (1:19 v/v), to give 2,6-diethyl-3-iodo-4-(1H)-pyridone (D) (290 mg), m.p. 225°-227° C.; NMR (d6 -DMSO): 1.15(t,6H), 2.5(q,2H), 2.8(q,2H), 5.9(s,1H), 11.4(br s, 1H). Product: Cc1cc(C(=O)O)nc(Cl)n1. Starting materials: CC#N, COC(=O)c1cc(C)nc(Cl)n1, Cl, [Na+], [OH-]. As a reaction SMILES: [CH3:16][C:17]#[N:18].[CH3:1][O:2][C:3](=[O:4])[c:5]1[n:6][c:7]([Cl:12])[n:8][c:9]([CH3:11])[cH:10]1.[ClH:15].[Na+:14].[OH-:13]>>[O:2]=[C:3]([OH:4])[c:5]1[n:6][c:7]([Cl:12])[n:8][c:9]([CH3:11])[cH:10]1. The reactants are FC1=CC=C(C=C1)C(CNC(=O)C1CCN(CC1)C(=O)OCC1=CC=CC=C1)=O (benzyl 4-{[2-(4-fluorophenyl)-2-oxoethyl]carbamoyl}piperidine-1-carboxylate). Solvent: P(=O)(Cl)(Cl)Cl (phosphorous oxychloride). Run at temperature 80 celsius, time 3 hour. Product: FC1=CC=C(C=C1)C1=CN=C(O1)C1CCN(CC1)C(=O)OCC1=CC=CC=C1 (benzyl 4-[5-(4-fluorophenyl)-1,3-oxazol-2-yl]piperidine-1-carboxylate). The yield is 35.0%. As a reaction SMILES: [F:1][C:2]1[CH:7]=[CH:6][C:5]([C:8](=[O:29])[CH2:9][NH:10][C:11]([CH:13]2[CH2:18][CH2:17][N:16]([C:19]([O:21][CH2:22][C:23]3[CH:28]=[CH:27][CH:26]=[CH:25][CH:24]=3)=[O:20])[CH2:15][CH2:14]2)=O)=[CH:4][CH:3]=1>P(Cl)(Cl)(Cl)=O>[F:1][C:2]1[CH:7]=[CH:6][C:5]([C:8]2[O:29][C:11]([CH:13]3[CH2:18][CH2:17][N:16]([C:19]([O:21][CH2:22][C:23]4[CH:28]=[CH:27][CH:26]=[CH:25][CH:24]=4)=[O:20])[CH2:15][CH2:14]3)=[N:10][CH:9]=2)=[CH:4][CH:3]=1. Procedure details: To benzyl 4-{[2-(4-fluorophenyl)-2-oxoethyl]carbamoyl}piperidine-1-carboxylate (5.5 g) was added phosphorous oxychloride (20 mL), followed by stirring at 80° C. for 3 hours. After leaving to be cooled, the reaction liquid was concentrated under reduced pressure, and the residue was azeotroped with toluene three times. To the residue were added ethyl acetate and water, and the organic phase was separated. The organic phase was washed with a saturated aqueous sodium bicarbonate and saturated brine... Starting materials: CC(C)C=O, Cl, COP([O-])OC. Product: COP(=O)(OC)C(O)C(C)C. As a reaction SMILES: [CH3:7][CH:8]([CH:9]=[O:10])[CH3:11].[ClH:12].[P:1]([O:2][CH3:3])([O:4][CH3:5])[O-:6]>>[P:1]([O:2][CH3:3])([O:4][CH3:5])(=[O:6])[CH:9]([CH:8]([CH3:7])[CH3:11])[OH:10]. Reactants: C1CCOC1, Cc1ccc(C(=O)Cl)cc1, CO, Nc1cccc2c1C(=O)N(C1CCC(=O)NC1=O)C2=O. Yields the product Cc1ccc(C(=O)Nc2cccc3c2C(=O)N(C2CCC(=O)NC2=O)C3=O)cc1. As a reaction SMILES: [CH2:33]1[O:34][CH2:35][CH2:36][CH2:37]1.[CH3:21][c:22]1[cH:23][cH:24][c:25]([C:26](=[O:27])[Cl:28])[cH:29][cH:30]1.[CH3:31][OH:32].[NH2:1][c:2]1[c:3]2[c:7]([cH:8][cH:9][cH:10]1)[C:6](=[O:11])[N:5]([CH:12]1[C:13](=[O:19])[NH:14][C:15](=[O:18])[CH2:16][CH2:17]1)[C:4]2=[O:20]>>[NH:1]([c:2]1[c:3]2[c:7]([cH:8][cH:9][cH:10]1)[C:6](=[O:11])[N:5]([CH:12]1[C:13](=[O:19])[NH:14][C:15](=[O:18])[CH2:16][CH2:17]1)[C:4]2=[O:20])[C:26]([c:25]1[cH:24][cH:23][c:22]([CH3:21])[cH:30][cH:29]1)=[O:27].